This data is from the Open Reaction Database (ORD), a public repository of structured organic reaction records. The task is: describe an organic reaction: reactants, conditions, products, and yield Starting materials: CCCC(=O)C(=CNc1ccccc1C(C)O)C(=O)OCC, O=C(Cl)c1ccccc1, ClCCl, c1ccncc1. Yields the product CCCC(=O)C(=CNc1ccccc1C(C)OC(=O)c1ccccc1)C(=O)OCC. Reaction SMILES: [C:1]([CH2:2][CH2:3][CH3:4])(=[O:5])[C:6]([C:7](=[O:8])[O:9][CH2:10][CH3:11])=[CH:12][NH:13][c:14]1[c:15]([CH:20]([CH3:21])[OH:22])[cH:16][cH:17][cH:18][cH:19]1.[C:29]([c:30]1[cH:31][cH:32][cH:33][cH:34][cH:35]1)(=[O:36])[Cl:37].[Cl:38][CH2:39][Cl:40].[cH:23]1[cH:24][cH:25][n:26][cH:27][cH:28]1>>[C:1]([CH2:2][CH2:3][CH3:4])(=[O:5])[C:6]([C:7](=[O:8])[O:9][CH2:10][CH3:11])=[CH:12][NH:13][c:14]1[c:15]([CH:20]([CH3:21])[O:22][C:29]([c:30]2[cH:31][cH:32][cH:33][cH:34][cH:35]2)=[O:36])[cH:16][cH:17][cH:18][cH:19]1. Run at time 72 hour. Product: C(#N)C(CO)(CCCCCCCC)C1=C(C=C(C=C1)Cl)Cl (2-cyano-2-(2,4-dichlorophenyl)decan-1-ol). Run in O (water). Starting materials: ice, [OH-].C(C1=CC=CC=C1)[N+](CC)(CC)CC (benzyl triethylammonium hydroxide), C(CCCCCCC)C(C1=C(C=C(C=C1)Cl)Cl)C#N (α-n-octyl-2,4-dichlorobenzyl cyanide), N1=CC=CC=C1 (pyridine), C=O (paraformaldehyde). Reported procedure: To an ice cold stirred solution of α-n-octyl-2,4-dichlorobenzyl cyanide (40 g., 0.14 mole) in 250 ml. of pyridine containing a suspension of paraformaldehyde (21 g., 0.7 mole) is added 1 ml. of benzyl triethylammonium hydroxide. The mixture is stirred under nitrogen at room temperature for 72 hours. The reaction mixture is poured into 2 liters of water and extracted with ether. The combined ether extracts are washed with water, saturated sodium chloride solution and dried over magnesium sulfate.... Reaction SMILES: [CH2:1]([CH:9]([C:18]#[N:19])[C:10]1[CH:15]=[CH:14][C:13]([Cl:16])=[CH:12][C:11]=1[Cl:17])[CH2:2][CH2:3][CH2:4][CH2:5][CH2:6][CH2:7][CH3:8].N1C=CC=CC=1.[CH2:26]=[O:27].[OH-].C([N+](CC)(CC)CC)C1C=CC=CC=1>O>[C:18]([C:9]([C:10]1[CH:15]=[CH:14][C:13]([Cl:16])=[CH:12][C:11]=1[Cl:17])([CH2:1][CH2:2][CH2:3][CH2:4][CH2:5][CH2:6][CH2:7][CH3:8])[CH2:26][OH:27])#[N:19] |f:3.4|. Starting materials: CCC=CCC=CCC=CCC=CCC=CCC=CCCC(=O)O, OCCCO, C(=NC1CCCCC1)=NC1CCCCC1, ClCCl, CN(C)c1ccncc1. Product: CCC=CCC=CCC=CCC=CCC=CCC=CCCC(=O)OCCCO. Reaction SMILES: [C:1]([CH2:2][CH2:3][CH:4]=[CH:5][CH2:6][CH:7]=[CH:8][CH2:9][CH:10]=[CH:11][CH2:12][CH:13]=[CH:14][CH2:15][CH:16]=[CH:17][CH2:18][CH:19]=[CH:20][CH2:21][CH3:22])(=[O:23])[OH:24].[CH2:25]([CH2:26][CH2:27][OH:28])[OH:29].[CH2:30]1[CH2:31][CH2:32][CH:33]([N:34]=[C:35]=[N:36][CH:37]2[CH2:38][CH2:39][CH2:40][CH2:41][CH2:42]2)[CH2:43][CH2:44]1.[CH2:45]([Cl:46])[Cl:47].[CH3:48][N:49]([c:50]1[cH:51][cH:52][n:53][cH:54][cH:55]1)[CH3:56]>>[C:1]([CH2:2][CH2:3][CH:4]=[CH:5][CH2:6][CH:7]=[CH:8][CH2:9][CH:10]=[CH:11][CH2:12][CH:13]=[CH:14][CH2:15][CH:16]=[CH:17][CH2:18][CH:19]=[CH:20][CH2:21][CH3:22])(=[O:23])[O:24][CH2:25][CH2:26][CH2:27][OH:28]. Reactants: ClC=1SC(=C(N1)C(=O)O)C(=O)OCC (2-chloro-5-(ethoxy carbonyl)-1,3-thiazole-4-carboxylic acid), ClC=1SC(=C(N1)C(=O)O)C(=O)OCC (2-chloro-5-(ethoxy carbonyl)-1,3-thiazole-4-carboxylic acid), C(C(=O)Cl)(=O)Cl (oxalyl chloride), N1=C(C=CC=C1C)C (2,6-lutidine), C(C)(C)N (isopropyl amine). Reagents/catalysts: CN(C=O)C (dimethylformamide). Solvent: ClCCl (dichloromethane). Reaction conditions: temperature 45 celsius. Product: ClC=1SC(=C(N1)C(NC(C)C)=O)C(=O)OCC (Ethyl 2-chloro-4-isopropylcarbamoyl-thiazole-5-carboxylate). Isolated yield 97.2%. Reaction SMILES: [Cl:1][C:2]1[S:3][C:4]([C:10]([O:12][CH2:13][CH3:14])=[O:11])=[C:5]([C:7]([OH:9])=O)[N:6]=1.C(Cl)(=O)C(Cl)=O.[N:21]1C(C)=CC=[CH:23][C:22]=1[CH3:28].C(N)(C)C>ClCCl.CN(C)C=O>[Cl:1][C:2]1[S:3][C:4]([C:10]([O:12][CH2:13][CH3:14])=[O:11])=[C:5]([C:7](=[O:9])[NH:21][CH:22]([CH3:28])[CH3:23])[N:6]=1. Procedure: To a stirred solution of 2-chloro-5 (ethoxycarbonyl)-1,3-thiazole-4-carboxylic acid (Intermediate 7, 1.0 g, 4.2 mmol) in dry dichloromethane (20 mL) was added oxalyl chloride (0.73 mL, 8.4 mmol) and 2 drops of dry dimethylformamide. The reaction mixture was refluxed to 45° C. for 1½ h. The reaction mixture was cooled to room temperature, and then evaporated to dryness under reduced pressure. The residue was dissolved in dry dichloromethane (20 mL) and cooled to 0° C., then 2,6-lutidine (0.493 mL... Yields the product COC(=O)C=1SC(=NN1)C=1C(=C2C(=NC1)NC=C2)Cl (methyl-5-(4-chloro-1H-pyrrolo[2,3,b]pyridine-5-yl)-1,3,4-thiadiazole-2-carboxylate). Yield: 35.4%. Conditions: time 5 hour. Reactants: P12(=S)SP3(=S)SP(=S)(S1)SP(=S)(S2)S3 (diphosphorus pentasulfide), O (water), [OH-].[Na+] (sodium hydroxide), P12(=S)SP3(=S)SP(=S)(S1)SP(=S)(S2)S3 (diphosphorus pentasulfide), ClC1=C(C=NC(=C1C=C)NC)C(=O)NNC(C(=O)OC)=O (methyl (2-{[4-chloro-6-(methylamino)-5-vinylpyridine-3-yl]carbonyl}hydrazino)(oxo)acetate). Solvent: O1CCCC1 (tetrahydrofuran), O1CCCC1 (tetrahydrofuran), O1CCOCC1 (dioxane). Procedure: To a suspension of methyl (2-{[4-chloro-6-(methylamino)-5-vinylpyridine-3-yl]carbonyl}hydrazino)(oxo)acetate (450 mg) in tetrahydrofuran (7 ml) and dioxane (7 ml) was added diphosphorus pentasulfide (383 mg) under cooling in an ice bath. After the mixture was stirred at ambient temperature for 5 hours. To the reaction mixture was added tetrahydrofuran (10 ml) and diphosphorus pentasulfide (190 mg). After the mixture was stirred at ambient temperature for 2 hours, water was added to the reaction ... RXN SMILES: [Cl:1][C:2]1[C:7]([CH:8]=C)=[C:6]([NH:10][CH3:11])[N:5]=[CH:4][C:3]=1[C:12]([NH:14][NH:15][C:16](=O)[C:17]([O:19][CH3:20])=[O:18])=O.P12(SP3(SP(SP(S3)(S1)=S)(=S)S2)=S)=[S:23].O.[OH-].[Na+]>O1CCCC1.O1CCOCC1>[CH3:20][O:19][C:17]([C:16]1[S:23][C:12]([C:3]2[C:2]([Cl:1])=[C:7]3[CH:8]=[CH:11][NH:10][C:6]3=[N:5][CH:4]=2)=[N:14][N:15]=1)=[O:18] |f:3.4|. Starting materials: CCc1ccc(Cc2c(C)[nH][nH]c2=O)cc1, CCOC(=O)N=NC(=O)OCC, C1CCOC1, OCc1ccccc1, c1ccc(P(c2ccccc2)c2ccccc2)cc1. Product: CCc1ccc(Cc2c(OCc3ccccc3)n[nH]c2C)cc1. Reaction SMILES: [CH2:1]([CH3:2])[c:3]1[cH:4][cH:5][c:6]([CH2:7][c:8]2[c:9](=[O:14])[nH:10][nH:11][c:12]2[CH3:13])[cH:15][cH:16]1.[O:44]=[C:45]([O:46][CH2:47][CH3:48])[N:49]=[N:50][C:51]([O:52][CH2:53][CH3:54])=[O:55].[O:56]1[CH2:57][CH2:58][CH2:59][CH2:60]1.[OH:17][CH2:18][c:19]1[cH:20][cH:21][cH:22][cH:23][cH:24]1.[c:25]1([P:26]([c:27]2[cH:28][cH:29][cH:30][cH:31][cH:32]2)[c:33]2[cH:34][cH:35][cH:36][cH:37][cH:38]2)[cH:39][cH:40][cH:41][cH:42][cH:43]1>>[CH2:1]([CH3:2])[c:3]1[cH:4][cH:5][c:6]([CH2:7][c:8]2[c:9]([O:14][CH2:18][c:19]3[cH:20][cH:21][cH:22][cH:23][cH:24]3)[n:10][nH:11][c:12]2[CH3:13])[cH:15][cH:16]1. Reactants: CC(C)(C)OC(=O)n1c(B(O)O)cc2cc(O[Si](C)(C)C(C)(C)C)ccc21, CC(C)(C)OC(=O)n1nc(I)c2sccc21, O=C([O-])[O-], C1COCCO1, CCOC(C)=O, [Cs+], [Cs+], O. The product is CC(C)(C)OC(=O)n1nc(-c2cc3cc(O[Si](C)(C)C(C)(C)C)ccc3n2C(=O)OC(C)(C)C)c2sccc21. Reaction SMILES: [C:17]([CH3:18])([CH3:19])([CH3:20])[Si:21]([O:22][c:23]1[cH:24][c:25]2[cH:26][c:27]([B:39]([OH:40])[OH:41])[n:28]([C:32](=[O:33])[O:34][C:35]([CH3:36])([CH3:37])[CH3:38])[c:29]2[cH:30][cH:31]1)([CH3:42])[CH3:43].[C:1]([CH3:2])([CH3:3])([CH3:4])[O:5][C:6](=[O:7])[n:8]1[n:9][c:10]([I:16])[c:11]2[c:12]1[cH:13][cH:14][s:15]2.[C:44](=[O:45])([O-:46])[O-:47].[CH2:50]1[O:51][CH2:52][CH2:53][O:54][CH2:55]1.[CH3:57][CH2:58][O:59][C:60](=[O:61])[CH3:62].[Cs+:48].[Cs+:49].[OH2:56]>>[C:1]([CH3:2])([CH3:3])([CH3:4])[O:5][C:6](=[O:7])[n:8]1[n:9][c:10](-[c:27]2[cH:26][c:25]3[cH:24][c:23]([O:22][Si:21]([C:17]([CH3:18])([CH3:19])[CH3:20])([CH3:42])[CH3:43])[cH:31][cH:30][c:29]3[n:28]2[C:32](=[O:33])[O:34][C:35]([CH3:36])([CH3:37])[CH3:38])[c:11]2[c:12]1[cH:13][cH:14][s:15]2. Reactants: C([O-])([O-])=O.[K+].[K+] (Potassium carbonate), O=C1N(C(C2=CC=CC=C12)=O)CC[C@H](C(=O)O)[C@@H](CCC1=CC=C(C=C1)C=1C=NC(=CC1)OC)OC=O ((2S,3R)-2-[2-(1,3-dioxo-1,3-dihydro-2H-isoindol-2-yl)ethyl]-3-(formyloxy)-5-[4-(6-methoxypyridin-3-yl)phenyl]pentanoic acid). Solvent: CO (methanol). Run at time 3 hour. The product is O=C1N(C(C2=CC=CC=C12)=O)CC[C@H](C(=O)O)[C@@H](CCC1=CC=C(C=C1)C=1C=NC(=CC1)OC)O ((2S,3R)-2-[2-(1,3-dioxo-1,3-dihydro-2H-isoindol-2-yl)ethyl]-3-hydroxy-5-[4-(6-methoxypyridin-3-yl)phenyl]pentanoic acid). RXN SMILES: C(=O)([O-])[O-].[K+].[K+].[O:7]=[C:8]1[C:16]2[C:11](=[CH:12][CH:13]=[CH:14][CH:15]=2)[C:10](=[O:17])[N:9]1[CH2:18][CH2:19][C@@H:20]([C@H:24]([O:41]C=O)[CH2:25][CH2:26][C:27]1[CH:32]=[CH:31][C:30]([C:33]2[CH:34]=[N:35][C:36]([O:39][CH3:40])=[CH:37][CH:38]=2)=[CH:29][CH:28]=1)[C:21]([OH:23])=[O:22]>CO>[O:17]=[C:10]1[C:11]2[C:16](=[CH:15][CH:14]=[CH:13][CH:12]=2)[C:8](=[O:7])[N:9]1[CH2:18][CH2:19][C@@H:20]([C@H:24]([OH:41])[CH2:25][CH2:26][C:27]1[CH:32]=[CH:31][C:30]([C:33]2[CH:34]=[N:35][C:36]([O:39][CH3:40])=[CH:37][CH:38]=2)=[CH:29][CH:28]=1)[C:21]([OH:23])=[O:22] |f:0.1.2|. Reported procedure: Potassium carbonate (0.165 g) was added to a solution of the compound obtained from step i above (0.4 g) in methanol (6 mL) at 0° C. The reaction mixture was stirred at room temperature for 3 hours. The solvents were evaporated, and the residue was taken into water and ethyl acetate. The organic layer was washed with water and brine solution, and dried over anhydrous sodium sulphate. The solvent was evaporated under reduced pressure to obtain a residue which was purified with preparatory TLC usi... Starting materials: COc1ccc(CN(Cc2ccc(OC)cc2)c2ncc(-c3nc(N4CCOCC4)nc4c3CCN4c3ccc(Br)cn3)cn2)cc1, COc1ccc(CN(Cc2ccc(OC)cc2)c2ncc(-c3nc(N4CCOCC4)nc4c3CCN4)cn2)cc1, Fc1ccc(Br)cn1, COc1ccc(CN(Cc2ccc(OC)cc2)c2ncc(-c3nc(N4CCOCC4)nc4c3CCN4c3ccc(F)nc3)cn2)cc1. Product: Nc1ncc(-c2nc(N3CCOCC3)nc3c2CCN3c2ccc(F)nc2)cn1. Reaction SMILES: [Br:41][c:42]1[cH:43][cH:44][c:45]([N:46]2[c:47]3[n:48][c:49]([N:50]4[CH2:51][CH2:52][O:53][CH2:54][CH2:55]4)[n:56][c:57](-[c:58]4[cH:59][n:60][c:61]([N:62]([CH2:63][c:64]5[cH:65][cH:66][c:67]([O:68][CH3:69])[cH:70][cH:71]5)[CH2:72][c:73]5[cH:74][cH:75][c:76]([O:77][CH3:78])[cH:79][cH:80]5)[n:81][cH:82]4)[c:83]3[CH2:84][CH2:85]2)[n:86][cH:87]1.[CH3:1][O:2][c:3]1[cH:4][cH:5][c:6]([CH2:7][N:8]([CH2:9][c:10]2[cH:11][cH:12][c:13]([O:14][CH3:15])[cH:16][cH:17]2)[c:18]2[n:19][cH:20][c:21](-[c:22]3[c:23]4[c:27]([n:28][c:29]([N:30]5[CH2:31][CH2:32][O:33][CH2:34][CH2:35]5)[n:36]3)[NH:26][CH2:25][CH2:24]4)[cH:37][n:38]2)[cH:39][cH:40]1.[F:135][c:136]1[cH:137][cH:138][c:139]([Br:140])[cH:141][n:142]1.[F:88][c:89]1[cH:90][cH:91][c:92]([N:95]2[CH2:96][CH2:97][c:98]3[c:99]2[n:100][c:101]([N:129]2[CH2:130][CH2:131][O:132][CH2:133][CH2:134]2)[n:102][c:103]3-[c:104]2[cH:105][n:106][c:107]([N:110]([CH2:111][c:112]3[cH:113][cH:114][c:115]([O:116][CH3:117])[cH:118][cH:119]3)[CH2:120][c:121]3[cH:122][cH:123][c:124]([O:125][CH3:126])[cH:127][cH:128]3)[n:108][cH:109]2)[cH:93][n:94]1>>[F:88][c:89]1[cH:90][cH:91][c:92]([N:95]2[CH2:96][CH2:97][c:98]3[c:99]2[n:100][c:101]([N:129]2[CH2:130][CH2:131][O:132][CH2:133][CH2:134]2)[n:102][c:103]3-[c:104]2[cH:105][n:106][c:107]([NH2:110])[n:108][cH:109]2)[cH:93][n:94]1. Reactants: BrCC(C(=O)OCC)=O (Ethyl bromopyruvate), Cl.NO (hydroxylamine hydrochloride), C(Cl)Cl (CH2Cl2). Solvent: O (H2O), C(Cl)(Cl)Cl (CHCl3), O (H2O). The product is C(C)OC(C(CBr)=NO)=O (3-Bromo-2-hydroxyimino-propionic acid ethyl ester). As a reaction SMILES: [Br:1][CH2:2][C:3](=O)[C:4]([O:6][CH2:7][CH3:8])=[O:5].Cl.[NH2:11][OH:12].C(Cl)Cl>O.C(Cl)(Cl)Cl>[CH2:7]([O:6][C:4](=[O:5])[C:3](=[N:11][OH:12])[CH2:2][Br:1])[CH3:8] |f:1.2|. Procedure: Ethyl bromopyruvate (5.0 mL, 39.8 mmol) was added to hydroxylamine hydrochloride (2.52 g, 36.2 mmol) in H2O (10 mL) and CHCl3 (10 mL). The reaction mixture was capped and stirred overnight at 23° C. at which time CH2Cl2 and H2O were added, the layers separated, the organics dried over Na2SO4, and the volatiles removed on a rotary evaporator to yield 7.58 g (100%) of as a white solid. 1H NMR (300 MHz, DMSO-D6) δ ppm 1.26 (t, J=7.12 Hz, 3 H) 4.20 (s, 2 H) 4.24 (m, 2 H) 13.19 (s, 1 H).